From a dataset of the Open Reaction Database (ORD), a public repository of structured organic reaction records. describe an organic reaction: reactants, conditions, products, and yield Starting materials: C[O-].[Na+] (Sodium methoxide), C(/C(/Cl)=C(/Cl)\C=O)(=O)O (mucochloric acid), C(C)(=O)O.C(=N)N (formamidine acetate). Run in CO (methanol). The product is C(=O)(O)C1=NC=NC=C1Cl (4-Carboxy-5-chloropyrimidine). The yield is 35.1%. Reaction SMILES: C[O-].[Na+].[C:4]([OH:12])(=[O:11])/[C:5](=[C:7](\[CH:9]=O)/[Cl:8])/Cl.C(O)(=O)C.[CH:17]([NH2:19])=[NH:18]>CO>[C:4]([C:5]1[C:7]([Cl:8])=[CH:9][N:19]=[CH:17][N:18]=1)([OH:12])=[O:11] |f:0.1,3.4|. Procedure: Sodium methoxide (162 g) is added to a solution of mucochloric acid (169 g) and formamidine acetate (208 g) in methanol (3 liters) over the course of 20 minutes, and the reaction mixture is heated for 1 hour at 35°-40° C., and then for one and a half hours under reflux. The solvent is removed and water (500 cc) is added to the residue. The aqueous mixture is extracted with ethyl acetate (2 liters). The aqueous phase is brought to pH 1 by the addition of concentrated hydrochloric acid, and the aq...